Dataset: the Open Reaction Database (ORD), a public repository of structured organic reaction records. Task: describe an organic reaction: reactants, conditions, products, and yield The reactants are O1C=C(C=C1)B(O)O (3-furanboronic acid), BrC1=C2C3(C(N(C2=CC=C1)C(C1=CC=CC=C1)C1=CC=CC=C1)=O)COC1=CC2=C(OCCO2)C=C13 (4′-bromo-1′-(diphenylmethyl)-2,3-dihydrospiro[furo[2,3-g][1,4]benzodioxine-8,3′-indol]-2′(1′H)-one), N1=CC(=CC2=CC=CC=C12)B(O)O (quinolin-3-ylboronic acid), 4′-bromo-1-methylspiro[furo[2,3-f][1,3]benzodioxole-7,3′-indol]-2′(1′H)-one. The product is O1C=C(C=C1)C1=C2C3(C(N(C2=CC=C1)C)=O)COC1=CC2=C(OCCO2)C=C13 (4′-furan-3-yl-1′-methyl-2,3-dihydrospiro[furo[2,3-g][1,4]benzodioxine-8,3′-indol]-2′(1′H)-one). Reaction SMILES: [O:1]1[CH:5]=[CH:4][C:3](B(O)O)=[CH:2]1.N1C2C(=CC=CC=2)C=C(B(O)O)C=1.Br[C:23]1[CH:31]=[CH:30][CH:29]=[C:28]2[C:24]=1[C:25]1([C:57]3[C:48](=[CH:49][C:50]4[O:55][CH2:54][CH2:53][O:52][C:51]=4[CH:56]=3)[O:47][CH2:46]1)[C:26](=[O:45])[N:27]2[CH:32](C1C=CC=CC=1)C1C=CC=CC=1>>[O:1]1[CH:5]=[CH:4][C:3]([C:23]2[CH:31]=[CH:30][CH:29]=[C:28]3[C:24]=2[C:25]2([C:57]4[C:48](=[CH:49][C:50]5[O:55][CH2:54][CH2:53][O:52][C:51]=5[CH:56]=4)[O:47][CH2:46]2)[C:26](=[O:45])[N:27]3[CH3:32])=[CH:2]1. Reported procedure: Following the procedure as described in EXAMPLE 2.46 and making non-critical variations using 3-furanboronic acid to replace quinolin-3-ylboronic acid, and 4′-bromo-1-methylspiro[furo[2,3-f][1,3]benzodioxole-7,3′-indol]-2′(1′H)-one to replace 4′-bromo-1′-(diphenylmethyl)-2,3-dihydrospiro[furo[2,3-g][1,4]benzodioxine-8,3′-indol]-2′(1′H)-one, 4′-furan-3-yl-1′-methyl-2,3-dihydrospiro[furo[2,3-g][1,4]benzodioxine-8,3′-indol]-2′(1′H)-one was obtained (65%) as a colorless solid: mp 178-180° C. (ethyl ... Reactants: Cl (HCl), 1.6, ClC=1C=C(CNC=2C3=C(N=C(N2)COCC(=O)OCC)C(=NN3C)CCC)C=CC1OC (ethyl [7-(3-chloro-4-methoxybenzylamino)-1-methyl-3-propyl-1H-pyrazolo[4,3-d]pyrimidin-5-ylmethoxy]acetate), [OH-].[Na+] (NaOH). Run in O1CCCC1 (tetrahydrofuran). Conditions: time 8 hour. The product is ClC=1C=C(CNC=2C3=C(N=C(N2)COCC(=O)O)C(=NN3C)CCC)C=CC1OC ([7-(3-chloro-4-methoxybenzylamino)-1-methyl-3-propyl-1H-pyrazolo[4,3-d]pyrimidin-5-ylmethoxy]acetic acid). Reaction SMILES: [Cl:1][C:2]1[CH:3]=[C:4]([CH:28]=[CH:29][C:30]=1[O:31][CH3:32])[CH2:5][NH:6][C:7]1[C:8]2[N:23]([CH3:24])[N:22]=[C:21]([CH2:25][CH2:26][CH3:27])[C:9]=2[N:10]=[C:11]([CH2:13][O:14][CH2:15][C:16]([O:18]CC)=[O:17])[N:12]=1.[OH-].[Na+].Cl>O1CCCC1>[Cl:1][C:2]1[CH:3]=[C:4]([CH:28]=[CH:29][C:30]=1[O:31][CH3:32])[CH2:5][NH:6][C:7]1[C:8]2[N:23]([CH3:24])[N:22]=[C:21]([CH2:25][CH2:26][CH3:27])[C:9]=2[N:10]=[C:11]([CH2:13][O:14][CH2:15][C:16]([OH:18])=[O:17])[N:12]=1 |f:1.2|. Procedure: 1.6 4.3 g of ethyl [7-(3-chloro-4-methoxybenzylamino)-1-methyl-3-propyl-1H-pyrazolo[4,3-d]pyrimidin-5-ylmethoxy]acetate are dissolved in 30 ml of tetrahydrofuran (THF), 10 ml of 10% NaOH are added, and the mixture is stirred at 60° for 8 hours. After 10% HCl has been added, the deposited crystals are separated off and recrystallised from methanol, giving 3.7 g of [7-(3-chloro-4-methoxybenzylamino)-1-methyl-3-propyl-1H-pyrazolo[4,3-d]pyrimidin-5-ylmethoxy]acetic acid. Starting materials: [OH-].[Na+] (sodium hydroxide), C(C)OC(COC1=C(C=C(C=C1)SC1=CC(=CC(=C1)C#CCN1CCOCC1)OCCC1=CC=C(C=C1)Cl)C)=O ({4-[3-[2-(4-Chloro-phenyl)-ethoxy]-5-(3-morpholin-4-yl-prop-1-ynyl)-phenylsulfanyl]-2-methyl-phenoxy}-acetic acid ethyl ester), Cl (hydrochloric acid). The solvent is C(C)O (ethanol). Run at time 16 hour. Product: ClC1=CC=C(C=C1)CCOC=1C=C(C=C(C1)C#CCN1CCOCC1)SC1=CC(=C(OCC(=O)O)C=C1)C ({4-[3-[2-(4-Chloro-phenyl)-ethoxy]-5-(3-morpholin-4-yl-prop-1-ynyl)phenylsulfanyl]-2-methyl-phenoxy}-acetic Acid). As a reaction SMILES: C([O:3][C:4](=[O:40])[CH2:5][O:6][C:7]1[CH:12]=[CH:11][C:10]([S:13][C:14]2[CH:19]=[C:18]([C:20]#[C:21][CH2:22][N:23]3[CH2:28][CH2:27][O:26][CH2:25][CH2:24]3)[CH:17]=[C:16]([O:29][CH2:30][CH2:31][C:32]3[CH:37]=[CH:36][C:35]([Cl:38])=[CH:34][CH:33]=3)[CH:15]=2)=[CH:9][C:8]=1[CH3:39])C.[OH-].[Na+].Cl>C(O)C>[Cl:38][C:35]1[CH:36]=[CH:37][C:32]([CH2:31][CH2:30][O:29][C:16]2[CH:15]=[C:14]([S:13][C:10]3[CH:11]=[CH:12][C:7]([O:6][CH2:5][C:4]([OH:40])=[O:3])=[C:8]([CH3:39])[CH:9]=3)[CH:19]=[C:18]([C:20]#[C:21][CH2:22][N:23]3[CH2:28][CH2:27][O:26][CH2:25][CH2:24]3)[CH:17]=2)=[CH:33][CH:34]=1 |f:1.2|. Procedure details: {4-[3-[2-(4-Chloro-phenyl)-ethoxy]-5-(3-morpholin-4-yl-prop-1-ynyl)-phenylsulfanyl]-2-methyl-phenoxy}-acetic acid ethyl ester (190 mg; 0.30 mmol) was dissolved in ethanol (25 mL), and aqueous 1 N sodium hydroxide (5 mL) was added. The reaction mixture was stirred for 16 h. acidified with 1 N aqueous hydrochloric acid and extracted with ethyl acetate. The organic phase was dried and evaporated to dryness, redissolved in dichloromethane and evaporated to dryness. Yield: 250 mg (87%). HPLC-MS: m/z:... The reactants are CCCC(N)C(=O)Nc1cn(C(C)(C)CC(=O)OC)cn1, CC(C)C(O)C(=O)O. Yields the product CCCC(NC(=O)C(O)C(C)C)C(=O)Nc1cn(C(C)(C)CC(=O)OC)cn1. Reaction SMILES: [CH3:1][O:2][C:3]([CH2:4][C:5]([CH3:6])([CH3:7])[n:8]1[cH:9][n:10][c:11]([NH:13][C:14]([CH:15]([CH2:16][CH2:17][CH3:18])[NH2:19])=[O:20])[cH:12]1)=[O:21].[OH:22][CH:23]([C:24](=[O:25])[OH:26])[CH:27]([CH3:28])[CH3:29]>>[CH3:1][O:2][C:3]([CH2:4][C:5]([CH3:6])([CH3:7])[n:8]1[cH:9][n:10][c:11]([NH:13][C:14]([CH:15]([CH2:16][CH2:17][CH3:18])[NH:19][C:24]([CH:23]([OH:22])[CH:27]([CH3:28])[CH3:29])=[O:25])=[O:20])[cH:12]1)=[O:21]. Reactants: Solutions A, ice, C([O-])(O)=O.[K+] (potassium bicarbonate), solution A, CC(=O)OCC1=C(N2[C@@H]([C@@H](C2=O)N)SC1)C(=O)O (7-aminocephalosporanic acid), Cl (HCl). The solvent is O (water), CC(C)O (2-propanol), CC(C)O (2-Propanol). Product: C(C)(=O)OCC=1CS[C@H]2N(C1C(=O)O)C(C2)=O (3-acetoxymethyl-3-cephem-4-carboxylic acid). RXN SMILES: [CH3:1][C:2]([O:4][CH2:5][C:6]1[CH2:15][S:14][C@@H:9]2[C@H:10](N)[C:11](=[O:12])[N:8]2[C:7]=1[C:16]([OH:18])=[O:17])=[O:3].C(=O)(O)[O-].[K+].Cl>O.CC(O)C>[C:2]([O:4][CH2:5][C:6]1[CH2:15][S:14][C@@H:9]2[CH2:10][C:11](=[O:12])[N:8]2[C:7]=1[C:16]([OH:18])=[O:17])(=[O:3])[CH3:1] |f:1.2|. Procedure details: Solutions A and B are produced according to a method as described in Example 2, but using in solution A 18.57 g of 7-aminocephalosporanic acid instead of 18.57 g of 7-amino-3-{[(2,5-dihydro-6-hydroxy-2-methyl-5-oxo-as-triazin-3-yl)thio]methyl}-3-cephem-4-carboxylic acid. While stirring the mixture obtained is poured onto an ice-cooled suspension of potassium bicarbonate in a mixture of water and 2-propanol. The pH of the two-phase system obtained is adjusted to 2.0 with 2 N HCl. The organic phas...